The task is: describe an organic reaction: reactants, conditions, products, and yield. This data is from the Open Reaction Database (ORD), a public repository of structured organic reaction records. Starting materials: C(=O)(O)C1SCCN1CC[C@@H](C)NS(=O)(=O)C1=CC=CC=C1 (N-(3-(2-carboxy-3-thiazolidinyl)-1(R)-methylpropyl)benzenesulfonamide), [K+].[Br-] (KBr), ClC1=CC=C(C=C1)S(=O)(=O)N([C@@H](CCN1CSC(C1)CC(=O)O)C)C1=C(C=CC(=C1)Cl)Cl (4-chloro-N-(2,5-dichlorophenyl)-N-(3-(5-carboxymethyl-3-thiazolidinyl)-1(R)-methylpropyl)benzenesulfonamide), [OH-].[K+] (KOH). Product: ClC1=CC=C(C=C1)S(=O)(=O)N([C@@H](CCN1CSC(C1)C(=O)O)C)C1=C(C=CC(=C1)Cl)Cl (4-chloro-N-(2,5-dichlorophenyl)-N-(3-(5-carboxy-3-thiazolidinyl)-1(R)-methylpropyl)benzenesulfonamide). Yield: 70.0%. Reaction SMILES: [C:1](C1N(CC[C@H](NS(C2C=CC=CC=2)(=O)=O)C)CCS1)([OH:3])=[O:2].[Cl:23][C:24]1[CH:29]=[CH:28][C:27]([S:30]([N:33]([C:47]2[CH:52]=[C:51]([Cl:53])[CH:50]=[CH:49][C:48]=2[Cl:54])[C@H:34]([CH3:46])[CH2:35][CH2:36][N:37]2[CH2:41][CH:40](CC(O)=O)[S:39][CH2:38]2)(=[O:32])=[O:31])=[CH:26][CH:25]=1.[OH-].[K+].[K+].[Br-]>>[Cl:23][C:24]1[CH:25]=[CH:26][C:27]([S:30]([N:33]([C:47]2[CH:52]=[C:51]([Cl:53])[CH:50]=[CH:49][C:48]=2[Cl:54])[C@H:34]([CH3:46])[CH2:35][CH2:36][N:37]2[CH2:41][CH:40]([C:1]([OH:3])=[O:2])[S:39][CH2:38]2)(=[O:31])=[O:32])=[CH:28][CH:29]=1 |f:2.3,4.5|. Procedure: 4-chloro-N-(2,5-dichlorophenyl)-N-(3-(5-carboxy-3-thiazolidinyl)-1(R)-methylpropyl)benzenesulfonamide was prepared analogous to 4-chloro-N-2,5-dichlorophenyl)-N-(3-(2-carboxy-3-thiazolidinyl)-1(R)-methylpropyl)benzenesulfonamide by reacting 4-chloro-N-(2,5-dichlorophenyl)-N-(3-(5-carboxymethyl-3-thiazolidinyl)-1(R)-methylpropyl)benzenesulfonamide with 50% aqueous KOH. Yield=70%; White foam: IR (KBr) 1467, 1350, 1167, 1094, 753, 622 cm−1; MS (ESI+), 525 (M+H)+. Reactants: NC1=CC=C(C=C1)C1C(NC(S1)=O)=O (5-(4-aminophenyl)thiazolidine-2,4-dione), C(C1=CC=2OCOC2C=C1)(=O)O (piperonylic acid), Cl (hydrochloric acid), C(C)P(=O)(CC)C#N (diethylphosphoryl cyanide). Run in CN(C=O)C (dimethylformamide), O (water), C(C)N(CC)CC (triethylamine). Conditions: time 2 hour. Yields the product C(C1=CC=2OCOC2C=C1)(=O)NC1=CC=C(C=C1)C1C(NC(S1)=O)=O (5-(4-Piperonyloylaminophenyl)thiazolidine-2,4-dione). Yield: 61.4%. Reaction SMILES: [NH2:1][C:2]1[CH:7]=[CH:6][C:5]([CH:8]2[S:12][C:11](=[O:13])[NH:10][C:9]2=[O:14])=[CH:4][CH:3]=1.[C:15](O)(=[O:25])[C:16]1[CH:24]=[CH:23][C:22]2[O:21][CH2:20][O:19][C:18]=2[CH:17]=1.C(P(C#N)(CC)=O)C.Cl>O.C(N(CC)CC)C.CN(C)C=O>[C:15]([NH:1][C:2]1[CH:3]=[CH:4][C:5]([CH:8]2[S:12][C:11](=[O:13])[NH:10][C:9]2=[O:14])=[CH:6][CH:7]=1)(=[O:25])[C:16]1[CH:24]=[CH:23][C:22]2[O:21][CH2:20][O:19][C:18]=2[CH:17]=1. Procedure: Into 20 ml of dimethylformamide were dissolved 1.00 g of 5-(4-aminophenyl)thiazolidine-2,4-dione and 0.80 g of piperonylic acid, and, after added 1.12 g of diethylphosphoryl cyanide and then 0.50 g of triethylamine at 0° C., the mixture was stirred for 1 hour as it was. Thereafter, the reaction mixture was brought to room temperature and stirred for 2 hours. Then, it was poured into 200 ml of water and, after made acidic with hydrochloric acid, the crystals deposited were collected by filtration... Reactants: C(CN)N (ethylenediamine), C([O-])([O-])=O.[Na+].[Na+] (sodium carbonate), C1(=CC=C(C=C1)S(=O)(=O)Cl)C (p-toluenesulfonyl chloride). Run in O (water). Conditions: time 15 hour. Product: C1(=CC=C(C=C1)S(=O)(=O)NCCNS(=O)(=O)C1=CC=C(C=C1)C)C (1,4-bis(p-toluenesulfonyl)-1,4-diazabutane). Yield: 96.7%. RXN SMILES: [CH2:1]([NH2:4])[CH2:2][NH2:3].C(=O)([O-])[O-].[Na+].[Na+].[C:11]1([CH3:21])[CH:16]=[CH:15][C:14]([S:17](Cl)(=[O:19])=[O:18])=[CH:13][CH:12]=1>O>[C:11]1([CH3:21])[CH:16]=[CH:15][C:14]([S:17]([NH:3][CH2:2][CH2:1][NH:4][S:17]([C:14]2[CH:15]=[CH:16][C:11]([CH3:21])=[CH:12][CH:13]=2)(=[O:19])=[O:18])(=[O:19])=[O:18])=[CH:13][CH:12]=1 |f:1.2.3|. Reported procedure: A mixture of ethylenediamine (18.0 g, 0.30 mol) and sodium carbonate (64.0 g, 0.60 mol) in 750 mL of deionized water was heated to 75 C. To the mixture was added p-toluenesulfonyl chloride (125.0 g, 0.66 mol) in 5 g portions over 45 min. Then the reaction was stirred at 75 C. for 15 hours. After the mixture was cooled to 25 C., the white precipitate was filtered, washed with water and dried in a vacuum desiccator at 1 mm to yield 1,4-bis(p-toluenesulfonyl)-1,4-diazabutane (100.1 g, 0.29 mol, 98%... Starting materials: NC(=O)C1CCCN1Cc1ccc(Cl)cc1, Cl. The product is NCC1CCCN1Cc1ccc(Cl)cc1. RXN SMILES: [C:1]([NH2:2])(=[O:3])[CH:4]1[N:5]([CH2:9][c:10]2[cH:11][cH:12][c:13]([Cl:16])[cH:14][cH:15]2)[CH2:6][CH2:7][CH2:8]1.[ClH:17]>>[CH2:1]([NH2:2])[CH:4]1[N:5]([CH2:9][c:10]2[cH:11][cH:12][c:13]([Cl:16])[cH:14][cH:15]2)[CH2:6][CH2:7][CH2:8]1. Reactants: CN(C)S(=O)(=O)c1nnc(N=C=O)s1, CCOC(C)=O, CNCC1OCCO1. The product is CN(CC1OCCO1)C(=O)Nc1nnc(S(=O)(=O)N(C)C)s1. Reaction SMILES: [CH3:1][N:2]([CH3:3])[S:4](=[O:5])(=[O:6])[c:7]1[n:8][n:9][c:10]([N:12]=[C:13]=[O:14])[s:11]1.[CH3:23][CH2:24][O:25][C:26](=[O:27])[CH3:28].[O:15]1[CH:16]([CH2:20][NH:21][CH3:22])[O:17][CH2:18][CH2:19]1>>[CH3:1][N:2]([CH3:3])[S:4](=[O:5])(=[O:6])[c:7]1[n:8][n:9][c:10]([NH:12][C:13](=[O:14])[N:21]([CH2:20][CH:16]2[O:15][CH2:19][CH2:18][O:17]2)[CH3:22])[s:11]1. The reactants are C(C)(C)(C)OC(NC=1OC[C@@]2(N1)C1(C(OC3=CC=C(C=C32)NC(=O)C3=NC=C(N=C3)C(F)F)(C)C)CC1)=O (tert-butyl[(4′R)-6′-({[5-(difluoromethyl)pyrazin-2-yl]carbonyl}amino)-2′,2′-dimethyldispiro[cyclopropane-1,3′-chromene-4′,4″-[1,3]oxazol]-2″-yl]carbamate), FC(C(=O)O)(F)F (trifluoroacetic acid). The solvent is C(Cl)(Cl)Cl (chloroform). Conditions: time 2 hour. Yields the product NC=1OC[C@@]2(N1)C1(C(OC3=CC=C(C=C32)NC(=O)C3=NC=C(N=C3)C(F)F)(C)C)CC1 (N-[(4′R)-2″-amino-2′,2′-dimethyldispiro[cyclopropane-1,3′-chromene-4′,4″-[1,3]oxazol]-6′-yl]-5-(difluoromethyl)pyrazine-2-carboxamide). Isolated yield 83.7%. Reaction SMILES: C(OC(=O)[NH:7][C:8]1[O:9][CH2:10][C@@:11]2([C:21]3[C:16](=[CH:17][CH:18]=[C:19]([NH:22][C:23]([C:25]4[CH:30]=[N:29][C:28]([CH:31]([F:33])[F:32])=[CH:27][N:26]=4)=[O:24])[CH:20]=3)[O:15][C:14]([CH3:35])([CH3:34])[C:13]32[CH2:37][CH2:36]3)[N:12]=1)(C)(C)C.FC(F)(F)C(O)=O>C(Cl)(Cl)Cl>[NH2:7][C:8]1[O:9][CH2:10][C@@:11]2([C:21]3[C:16](=[CH:17][CH:18]=[C:19]([NH:22][C:23]([C:25]4[CH:30]=[N:29][C:28]([CH:31]([F:33])[F:32])=[CH:27][N:26]=4)=[O:24])[CH:20]=3)[O:15][C:14]([CH3:35])([CH3:34])[C:13]32[CH2:37][CH2:36]3)[N:12]=1. Procedure: To a solution of tert-butyl[(4′R)-6′-({[5-(difluoromethyl)pyrazin-2-yl]carbonyl}amino)-2′,2′-dimethyldispiro[cyclopropane-1,3′-chromene-4′,4″-[1,3]oxazol]-2″-yl]carbamate (373 mg, 0.704 mmol) in chloroform (6 ml) was added trifluoroacetic acid (2 ml). The mixture was stirred at room temperature for 2 hours and concentrated in vacuo. The residue was purified by silica gel column chromatography (precolumn: NH-silica gel, main column: neutral silica gel, chloroform/methanol=100:0-10:1). To the puri... The reactants are C([O-])([O-])=O.[Na+].[Na+] (sodium carbonate), C(C)(=O)OC(C)=O (acetic anhydride), C(C1=CC=CC=C1)OC(=O)N(CC(=O)O)C1=C(C=C(C(=C1)O)O)Cl (N-Benzyloxycarbonyl 2-chloro-4,5-dihydroxyphenylglycine), C([O-])([O-])=O.[Na+].[Na+] (sodium carbonate), C(C)(=O)OC(C)=O (Acetic anhydride), C1CCOC1 (THF). Solvent: O (water). Yields the product C(C1=CC=CC=C1)OC(=O)N(CC(=O)O)C1=C(C=C(C(=C1)OC(C)=O)OC(C)=O)Cl (N-Benzyloxycarbonyl 2-chloro-4,5-diacetoxyphenylglycine). As a reaction SMILES: [CH2:1]([O:8][C:9]([N:11]([C:16]1[CH:21]=[C:20]([OH:22])[C:19]([OH:23])=[CH:18][C:17]=1[Cl:24])[CH2:12][C:13]([OH:15])=[O:14])=[O:10])[C:2]1[CH:7]=[CH:6][CH:5]=[CH:4][CH:3]=1.C(=O)([O-])[O-].[Na+].[Na+].[C:31](OC(=O)C)(=[O:33])[CH3:32].C1C[O:41][CH2:40][CH2:39]1>O>[CH2:1]([O:8][C:9]([N:11]([C:16]1[CH:21]=[C:20]([O:22][C:31](=[O:33])[CH3:32])[C:19]([O:23][C:40](=[O:41])[CH3:39])=[CH:18][C:17]=1[Cl:24])[CH2:12][C:13]([OH:15])=[O:14])=[O:10])[C:2]1[CH:7]=[CH:6][CH:5]=[CH:4][CH:3]=1 |f:1.2.3|. Procedure: N-Benzyloxycarbonyl 2-chloro-4,5-dihydroxyphenylglycine (1.76 g, 5 mmole) in water (30 ml) and THF (20 ml) was adjusted to pH 7.5 with saturated sodium carbonate solution. Acetic anhydride (1.2 ml) was added and pH 6.5 maintained with saturated sodium carbonate solution, after 15 minutes and again after a further 15 minutes more acetic anhydride (0.6 ml) was added. After another 15 minutes the solution was washed with ether (2×25 ml), acidified to pH 2.5 and extracted with ethyl acetate (3×30 ml... The reactants are CC(C)C(=O)Nc1cccc(C2CCN(CCC(N)c3ccccc3)CC2)c1, O=C(Cl)c1cccs1. The product is CC(C)C(=O)Nc1cccc(C2CCN(CCC(NC(=O)c3cccs3)c3ccccc3)CC2)c1. As a reaction SMILES: [NH2:1][CH:2]([CH2:3][CH2:4][N:5]1[CH2:6][CH2:7][CH:8]([c:11]2[cH:12][c:13]([NH:17][C:18]([CH:19]([CH3:20])[CH3:21])=[O:22])[cH:14][cH:15][cH:16]2)[CH2:9][CH2:10]1)[c:23]1[cH:24][cH:25][cH:26][cH:27][cH:28]1.[s:29]1[c:30]([C:34](=[O:35])[Cl:36])[cH:31][cH:32][cH:33]1>>[NH:1]([CH:2]([CH2:3][CH2:4][N:5]1[CH2:6][CH2:7][CH:8]([c:11]2[cH:12][c:13]([NH:17][C:18]([CH:19]([CH3:20])[CH3:21])=[O:22])[cH:14][cH:15][cH:16]2)[CH2:9][CH2:10]1)[c:23]1[cH:24][cH:25][cH:26][cH:27][cH:28]1)[C:34]([c:30]1[s:29][cH:33][cH:32][cH:31]1)=[O:35]. The reactants are CC1=C2CCC(C2=C(C=C1)OCC=C)=O (4-methyl-7-allyloxy-1-indanone), CCCCCC (n-hexane), CCCCCC (n-hexane), ClCCl (dichloromethane). Solvent: C1CCCC2=CC=CC=C12 (tetrahydronaphthalene). Yields the product CC1=C2CCC(C2=C(C(=C1)CC=C)O)=O (4-methyl-6-allyl-7-hydroxy-1-indanone). Reaction SMILES: [CH3:1][C:2]1[CH:10]=[CH:9][C:8]([O:11]CC=C)=[C:7]2[C:3]=1[CH2:4][CH2:5][C:6]2=[O:15].[CH3:16][CH2:17][CH2:18]CCC.ClCCl>C1C2C(=CC=CC=2)CCC1>[CH3:1][C:2]1[CH:10]=[C:9]([CH2:18][CH:17]=[CH2:16])[C:8]([OH:11])=[C:7]2[C:3]=1[CH2:4][CH2:5][C:6]2=[O:15]. Procedure: 32 Grams of 4-methyl-7-allyloxy-1-indanone was suspended in 100 ml of tetrahydronaphthalene. The suspension was refluxed by heating for 4 hours under argon gas atmosphere. The reaction mixture was subjected to a silica gel column chromatography (eluent: n-hexane, and dichloromethane: n-hexane=1:2) to obtain 26.8 g of 4-methyl-6-allyl-7-hydroxy-1-indanone. Starting materials: COc1cc2nccc(Cl)c2cc1OC, O=C(c1ccc(O)cc1)c1ccc2ccccc2c1. Product: COc1cc2nccc(Oc3ccc(C(=O)c4ccc5ccccc5c4)cc3)c2cc1OC. Reaction SMILES: [Cl:1][c:2]1[cH:3][cH:4][n:5][c:6]2[cH:7][c:8]([O:14][CH3:15])[c:9]([O:12][CH3:13])[cH:10][c:11]12.[cH:16]1[c:17]([C:26](=[O:27])[c:28]2[cH:29][cH:30][c:31]([OH:34])[cH:32][cH:33]2)[cH:18][cH:19][c:20]2[cH:21][cH:22][cH:23][cH:24][c:25]12>>[c:2]1([O:34][c:31]2[cH:30][cH:29][c:28]([C:26]([c:17]3[cH:16][c:25]4[c:20]([cH:19][cH:18]3)[cH:21][cH:22][cH:23][cH:24]4)=[O:27])[cH:33][cH:32]2)[cH:3][cH:4][n:5][c:6]2[cH:7][c:8]([O:14][CH3:15])[c:9]([O:12][CH3:13])[cH:10][c:11]12.